This data is from the Open Reaction Database (ORD), a public repository of structured organic reaction records. The task is: describe an organic reaction: reactants, conditions, products, and yield Starting materials: FC1=CC(=C(C(=C1)C)C1C(CCC1=O)=O)C (2-(4-fluoro-2,6-dimethylphenyl)-cyclopentane-1,3-dione), C([O-])([O-])=O.[K+].[K+] (potassium carbonate), IC (iodomethane). Run in O1CCCC1 (tetrahydrofuran). Conditions: temperature 27.5 celsius, time 16 hour. Product: FC1=CC(=C(C(=C1)C)C=1C(CCC1OC)=O)C (2-(4-fluoro-2,6-dimethylphenyl)-3-methoxy-cyclopent-2-enone). Yield: 64.2%. RXN SMILES: [F:1][C:2]1[CH:7]=[C:6]([CH3:8])[C:5]([CH:9]2[C:13](=[O:14])[CH2:12][CH2:11][C:10]2=[O:15])=[C:4]([CH3:16])[CH:3]=1.[C:17](=O)([O-])[O-].[K+].[K+].IC>O1CCCC1>[F:1][C:2]1[CH:3]=[C:4]([CH3:16])[C:5]([C:9]2[C:13](=[O:14])[CH2:12][CH2:11][C:10]=2[O:15][CH3:17])=[C:6]([CH3:8])[CH:7]=1 |f:1.2.3|. Procedure: To a solution of 2-(4-fluoro-2,6-dimethylphenyl)-cyclopentane-1,3-dione (2.9 g, 13.3 mmol) in tetrahydrofuran (290 ml) is added anhydrous potassium carbonate (22 g, 159 mmol) and iodomethane (22.6 g, 159 mmol. The resulting mixture is stirred at 25-30° C. for 16 hours. The organic layer is evaporated, reaction mixture is quenched with water (150 ml) and extracted with ethylacetate (3×100 ml). The combined organic extracts are combined, washed with water and brine, dried over anhydrous sodium sul... Starting materials: ClC1=CC(=C(C#N)C=C1)NC(=O)OCC (4-chloro-2-(ethoxycarbonylamino)benzonitrile), BrCC(=O)C1=CC(=NO1)C1=CC=CC=C1 (5-(bromoacetyl)-3-phenylisoxazole). Product: NC1=C(N(C2=CC(=CC=C12)Cl)C(=O)OCC)C(=O)C1=CC(=NO1)C1=CC=CC=C1 (3-Amino-6-chloro-1-(ethoxycarbonyl)-2-(3-phenyl-5-isoxazoyl)indole). As a reaction SMILES: [Cl:1][C:2]1[CH:9]=[CH:8][C:5]([C:6]#[N:7])=[C:4]([NH:10][C:11]([O:13][CH2:14][CH3:15])=[O:12])[CH:3]=1.Br[CH2:17][C:18]([C:20]1[O:24][N:23]=[C:22]([C:25]2[CH:30]=[CH:29][CH:28]=[CH:27][CH:26]=2)[CH:21]=1)=[O:19]>>[NH2:7][C:6]1[C:5]2[C:4](=[CH:3][C:2]([Cl:1])=[CH:9][CH:8]=2)[N:10]([C:11]([O:13][CH2:14][CH3:15])=[O:12])[C:17]=1[C:18]([C:20]1[O:24][N:23]=[C:22]([C:25]2[CH:30]=[CH:29][CH:28]=[CH:27][CH:26]=2)[CH:21]=1)=[O:19]. Reported procedure: The title compound was prepared according to the procedure described in step 2 of Example 1 from 4-chloro-2-(ethoxycarbonylamino)benzonitrile (Example 1, step 1) and 5-(bromoacetyl)-3-phenylisoxazole. 1H-NMR (CDCl3) δ: 8.27 (1H, d, J=1.8 Hz), 7.89-7.84 (2H, m), 7.56-7.47 (5H, m), 7.30 (1H, dd, J=1.8, 8.4 Hz), 6.18 (2H, s), 4.13 (2H, q, J=7.2 Hz), 1.10 (3H, t, J=7.2 Hz) Reactants: Cc1cc(CCN2C(=O)c3ccccc3C2=O)nc(-n2c(C)ccc2C)c1, CO, ClCCl, NN. Yields the product Cc1cc(CCN)nc(-n2c(C)ccc2C)c1. Reaction SMILES: [CH3:1][c:2]1[cH:3][c:4](-[n:21]2[c:22]([CH3:27])[cH:23][cH:24][c:25]2[CH3:26])[n:5][c:6]([CH2:8][CH2:9][N:10]2[C:11](=[O:12])[c:13]3[cH:14][cH:15][cH:16][cH:17][c:18]3[C:19]2=[O:20])[cH:7]1.[CH3:33][OH:34].[Cl:30][CH2:31][Cl:32].[NH2:28][NH2:29]>>[CH3:1][c:2]1[cH:3][c:4](-[n:21]2[c:22]([CH3:27])[cH:23][cH:24][c:25]2[CH3:26])[n:5][c:6]([CH2:8][CH2:9][NH2:10])[cH:7]1. Reactants: C(C)(C)(C)[Si](OC1=CC=CC2=C1NC(=N2)CCCN(CC[C@]2([C@H]1C=C([C@@H](C2)CC1)C1=CC=CC=C1)OC(C(C)C)=O)C)(C)C (rac-isobutyric acid (1R*,2R*,4R*)-2-[2-({3-[7-(tert.-butyl-dimethyl-silanyloxy)-1H-benzoimidazol-2-yl]-propyl}-methyl-amino)-ethyl]-5-phenyl-bicyclo[2.2.2]oct-5-en-2-yl ester), NEt3 trihydrofluoride. Run in C1CCOC1 (THF). Conditions: time 45 minute. Yields the product OC1=CC=CC2=C1NC(=N2)CCCN(CC[C@]2([C@H]1C=C([C@@H](C2)CC1)C1=CC=CC=C1)OC(C(C)C)=O)C (rac-isobutyric acid (1R*,2R*,4R*)-2-(2-{[3-(7-hydroxy-1H-benzoimidazol-2-yl)-propyl]-methyl-amino}-ethyl)-5-phenyl-bicyclo[2.2.2]oct-5-en-2-yl ester). Yield: 56.0%. As a reaction SMILES: C([Si](C)(C)[O:6][C:7]1[C:12]2[NH:13][C:14]([CH2:16][CH2:17][CH2:18][N:19]([CH3:42])[CH2:20][CH2:21][C@:22]3([O:36][C:37](=[O:41])[CH:38]([CH3:40])[CH3:39])[CH2:27][C@H:26]4[CH2:28][CH2:29][C@@H:23]3[CH:24]=[C:25]4[C:30]3[CH:35]=[CH:34][CH:33]=[CH:32][CH:31]=3)=[N:15][C:11]=2[CH:10]=[CH:9][CH:8]=1)(C)(C)C>C1COCC1>[OH:6][C:7]1[C:12]2[NH:13][C:14]([CH2:16][CH2:17][CH2:18][N:19]([CH3:42])[CH2:20][CH2:21][C@:22]3([O:36][C:37](=[O:41])[CH:38]([CH3:39])[CH3:40])[CH2:27][C@H:26]4[CH2:28][CH2:29][C@@H:23]3[CH:24]=[C:25]4[C:30]3[CH:35]=[CH:34][CH:33]=[CH:32][CH:31]=3)=[N:15][C:11]=2[CH:10]=[CH:9][CH:8]=1. Reported procedure: To a solution of 287 mg of rac-isobutyric acid (1R*,2R*,4R*)-2-[2-({3-[7-(tert.-butyl-dimethyl-silanyloxy)-1H-benzoimidazol-2-yl]-propyl}-methyl-amino)-ethyl]-5-phenyl-bicyclo[2.2.2]oct-5-en-2-yl ester in 6 mL THF were added 73 mg of NEt3 trihydrofluoride. After stirring for 45 min the reaction was quenched by addition of sat. aq. NaHCO3. The mixture was extracted with EtOAc and the organic phase was dried over MgSO4. Concentration in vacuo and purification by CC with EtOAc-MeOH (2:1) yielded 13... Reactants: NC1=CC(=C(OC2=CC(=NC=C2)NC(=O)N2CCN(CC2)C2CN(C2)C)C=C1)F (4-(1-methylazetidin-3-yl)piperazine-1-carboxylic acid [4-(4-amino-2-fluorophenoxy)pyridin-2-yl]amide), [C@]12(C(=O)CC(CC1)C2(C)C)CS(=O)(=O)O ((1S)-(+)-10-camphorsulfonic acid), C1(=CC=CC=C1)CC(=O)N=C=S (2-phenylacetyl isothiocyanate), C(O)([O-])=O.[Na+] (sodium hydrogencarbonate). Solvent: C(C)O (ethanol), C(C)OCC (diethyl ether), C1(=CC=CC=C1)C (toluene), C(C)(=O)OCC (Ethyl acetate). Reaction conditions: time 15 minute. Product: FC1=C(OC2=CC(=NC=C2)NC(=O)N2CCN(CC2)C2CN(C2)C)C=CC(=C1)NC(=S)NC(CC1=CC=CC=C1)=O (4-(1-Methylazetidin-3-yl)piperazine-1-carboxylic acid {4-[2-fluoro-4-(3-phenylacetylthioureido)phenoxy]pyridin-2-yl}amide). Yield: 29.0%. RXN SMILES: [NH2:1][C:2]1[CH:28]=[CH:27][C:5]([O:6][C:7]2[CH:12]=[CH:11][N:10]=[C:9]([NH:13][C:14]([N:16]3[CH2:21][CH2:20][N:19]([CH:22]4[CH2:25][N:24]([CH3:26])[CH2:23]4)[CH2:18][CH2:17]3)=[O:15])[CH:8]=2)=[C:4]([F:29])[CH:3]=1.[C@]12(CS(O)(=O)=O)C(C)(C)C(CC1)CC2=O.[C:45]1([CH2:51][C:52]([N:54]=[C:55]=[S:56])=[O:53])[CH:50]=[CH:49][CH:48]=[CH:47][CH:46]=1.C(=O)([O-])O.[Na+]>C(O)C.C1(C)C=CC=CC=1.C(OCC)C.C(OCC)(=O)C>[F:29][C:4]1[CH:3]=[C:2]([NH:1][C:55]([NH:54][C:52](=[O:53])[CH2:51][C:45]2[CH:46]=[CH:47][CH:48]=[CH:49][CH:50]=2)=[S:56])[CH:28]=[CH:27][C:5]=1[O:6][C:7]1[CH:12]=[CH:11][N:10]=[C:9]([NH:13][C:14]([N:16]2[CH2:17][CH2:18][N:19]([CH:22]3[CH2:23][N:24]([CH3:26])[CH2:25]3)[CH2:20][CH2:21]2)=[O:15])[CH:8]=1 |f:3.4|. Reported procedure: To a solution of 4-(1-methylazetidin-3-yl)piperazine-1-carboxylic acid [4-(4-amino-2-fluorophenoxy)pyridin-2-yl]amide (76 mg) in ethanol (2.0 ml) was added (1S)-(+)-10-camphorsulfonic acid (83.9 mg), followed by stirring at room temperature for 15 min. A solution of 2-phenylacetyl isothiocyanate in toluene (0.25 M, 2.28 ml) was added to the reaction mixture, followed by stirring at room temperature for 2 hrs. Ethyl acetate (50 ml) and a saturated aqueous solution of sodium hydrogencarbonate (20 ... Reactants: BrCC(=O)C1=CC=C(C=C1)OCC1=CC=CC=C1 (2-bromo-p-benzyloxyacetophenone), NC(CC)C=1NC2=C(N1)C=CC=C2 (1-aminopropyl-benzimidazole), [BH4-].[Na+] (sodium borohydride). Solvent: alcohol, C(C)#N (acetonitrile). The product is C(C1=CC=CC=C1)OC1=CC=C(C=C1)C(CNCCCN1C=NC2=C1C=CC=C2)O (1-(4-benzyloxyphenyl)-2-[3-(1-benzimidazolyl)-propylamino]-ethanol). As a reaction SMILES: Br[CH2:2][C:3]([C:5]1[CH:10]=[CH:9][C:8]([O:11][CH2:12][C:13]2[CH:18]=[CH:17][CH:16]=[CH:15][CH:14]=2)=[CH:7][CH:6]=1)=[O:4].NC([C:23]1[NH:24][C:25]2[CH:31]=[CH:30][CH:29]=[CH:28][C:26]=2[N:27]=1)CC.[BH4-].[Na+]>C(#N)C>[CH2:12]([O:11][C:8]1[CH:9]=[CH:10][C:5]([CH:3]([OH:4])[CH2:2][NH:24][CH2:25][CH2:26][CH2:28][N:24]2[C:25]3[CH:31]=[CH:30][CH:29]=[CH:28][C:26]=3[N:27]=[CH:23]2)=[CH:6][CH:7]=1)[C:13]1[CH:18]=[CH:17][CH:16]=[CH:15][CH:14]=1 |f:2.3|. Procedure details: 30.5 gm of 2-bromo-p-benzyloxyacetophenone and 35 gm of 1-aminopropyl-benzimidazole were stirred for 1 hour at 30°-40° C. in 150 ml of acetonitrile. After separation of the hydrobromide, the mother liquor was acidified with 12 gm of maleic acid, and the precipitated α-[3-(1-benzimidazolyl)propylamino]-4-benzyloxyacetophenone maleate (m.p. 145°-148° C.) was collected by suction of filtiation. Aqueous ammonia was used to prepare the base, which was reduced in 200 ml of alcohol with sodium borohydr... Reactants: CS(=O)(=O)NC1CCCCC1Nc1nc(Cl)ncc1Cl, COc1c(N)ccc2c1CCCC(NCCO)C2. The product is COc1c(Nc2ncc(Cl)c(NC3CCCCC3NS(C)(=O)=O)n2)ccc2c1CCCC(NCCO)C2. As a reaction SMILES: [Cl:1][c:2]1[n:3][cH:4][c:5]([Cl:20])[c:6]([NH:8][CH:9]2[CH:10]([NH:15][S:16](=[O:17])(=[O:18])[CH3:19])[CH2:11][CH2:12][CH2:13][CH2:14]2)[n:7]1.[NH2:21][c:22]1[cH:23][cH:24][c:25]2[c:26]([c:36]1[O:37][CH3:38])[CH2:27][CH2:28][CH2:29][CH:30]([NH:32][CH2:33][CH2:34][OH:35])[CH2:31]2>>[c:2]1([NH:21][c:22]2[cH:23][cH:24][c:25]3[c:26]([c:36]2[O:37][CH3:38])[CH2:27][CH2:28][CH2:29][CH:30]([NH:32][CH2:33][CH2:34][OH:35])[CH2:31]3)[n:3][cH:4][c:5]([Cl:20])[c:6]([NH:8][CH:9]2[CH:10]([NH:15][S:16](=[O:17])(=[O:18])[CH3:19])[CH2:11][CH2:12][CH2:13][CH2:14]2)[n:7]1.